Task: describe an organic reaction: reactants, conditions, products, and yield. Dataset: the Open Reaction Database (ORD), a public repository of structured organic reaction records The reactants are ClC1=CC=C(C=C1)C1=NC=2C(=NC=CC2)N1CC(=O)O (2-(4-chlorophenyl)-3H-imidazo[4,5-b]pyridine-3-acetic acid), C(=O)(N1C=NC=C1)N1C=NC=C1 (1,1'carbonyldiimidazole), C(C)OC(=O)N1CCNCC1 (ethyl-1-piperazine carboxylate). Run in O1CCCC1 (tetrahydrofuran). Run at time 2 hour. Product: C(C)OC(=O)N1CCN(CC1)C(CN1C(=NC=2C1=NC=CC2)C2=CC=C(C=C2)Cl)=O (4-[[2-(4-Chlorophenyl)-3H-imidazo[4,5-b]pyridin-3-yl]acetyl]-1-piperazinecarboxylic acid ethyl ester). Isolated yield 62.6%. Reaction SMILES: [Cl:1][C:2]1[CH:7]=[CH:6][C:5]([C:8]2[N:16]([CH2:17][C:18]([OH:20])=O)[C:11]3=[N:12][CH:13]=[CH:14][CH:15]=[C:10]3[N:9]=2)=[CH:4][CH:3]=1.C(N1C=CN=C1)(N1C=CN=C1)=O.[CH2:33]([O:35][C:36]([N:38]1[CH2:43][CH2:42][NH:41][CH2:40][CH2:39]1)=[O:37])[CH3:34]>O1CCCC1>[CH2:33]([O:35][C:36]([N:38]1[CH2:39][CH2:40][N:41]([C:18](=[O:20])[CH2:17][N:16]2[C:11]3=[N:12][CH:13]=[CH:14][CH:15]=[C:10]3[N:9]=[C:8]2[C:5]2[CH:4]=[CH:3][C:2]([Cl:1])=[CH:7][CH:6]=2)[CH2:42][CH2:43]1)=[O:37])[CH3:34]. Procedure details: A suspension of 2-(4-chlorophenyl)-3H-imidazo[4,5-b]pyridine-3-acetic acid (5.0 g, 0.0174 mole), 1,1'carbonyldiimidazole (2.82 g, 0.0174 mole), and dry tetryhydrofuran (100 ml) was stirred at room temperature for two hours with nitrogen bubbling through it. A solution of ethyl-1-piperazine carboxylate (6.9 g, 0.0435 mole) in tetrahydrofuran (6 ml) was added dropwise and the reaction mixture was stirred at 50° C. overnight under nitrogen. The solvents were removed under reduced pressure and the r... Starting materials: C1(CCCCC1)C1=C(C=NC=2N1N=CC2C#N)C2=CC=C(C=C2)OCC2=C(N=C(S2)C)C (7-cyclohexyl-6-[4-(2,4-dimethyl-thiazol-5-ylmethoxy)-phenyl]-pyrazolo[1,5-a]pyrimidine-3-carbonitrile), C1(CCCCC1)C1=C(C=NC=2N1N=CC2C2=NN=NN2)C2=CC=C(C=C2)OCC2=C(N=C(S2)C)C.N2N=NN=C2 (tetrazole 7-cyclohexyl-6-[4-(2,4-dimethyl-thiazol-5-ylmethoxy)-phenyl]-3-(1H-tetrazol-5-yl)-pyrazolo[1,5-a]pyrimidine). Product: C1(CCCCC1)C1=C(C=NC=2N1N=CC2C2=NN=NN2)C2=CC=C(C=C2)OCC2=C(N=C(S2)C)C (7-cyclohexyl-6-[4-(2,4-dimethyl-thiazol-5-ylmethoxy)-phenyl]-3-(1H-tetrazol-5-yl)-pyrazolo[1,5-a]pyrimidine). As a reaction SMILES: C1(C2N3N=CC(C#N)=C3N=CC=2C2C=CC(OCC3SC(C)=NC=3C)=CC=2)CCCCC1.[CH:33]1([C:39]2[N:44]3[N:45]=[CH:46][C:47]([C:48]4[NH:52][N:51]=[N:50][N:49]=4)=[C:43]3[N:42]=[CH:41][C:40]=2[C:53]2[CH:58]=[CH:57][C:56]([O:59][CH2:60][C:61]3[S:65][C:64]([CH3:66])=[N:63][C:62]=3[CH3:67])=[CH:55][CH:54]=2)[CH2:38][CH2:37][CH2:36][CH2:35][CH2:34]1.N1C=NN=N1>>[CH:33]1([C:39]2[N:44]3[N:45]=[CH:46][C:47]([C:48]4[NH:49][N:50]=[N:51][N:52]=4)=[C:43]3[N:42]=[CH:41][C:40]=2[C:53]2[CH:58]=[CH:57][C:56]([O:59][CH2:60][C:61]3[S:65][C:64]([CH3:66])=[N:63][C:62]=3[CH3:67])=[CH:55][CH:54]=2)[CH2:34][CH2:35][CH2:36][CH2:37][CH2:38]1 |f:1.2|. Procedure details: Conversion of 7-cyclohexyl-6-[4-(2,4-dimethyl-thiazol-5-ylmethoxy)-phenyl]-pyrazolo[1,5-a]pyrimidine-3-carbonitrile to the corresponding tetrazole 7-cyclohexyl-6-[4-(2,4-dimethyl-thiazol-5-ylmethoxy)-phenyl]-3-(1H-tetrazol-5-yl)-pyrazolo[1,5-a]pyrimidine (358) was accomplished via a procedure described elsewhere. Reactants: C(CCC)C1=NC2=C(N1CC1=CC=C(C=C1)C1=C(C=CC=C1)C=1N=NN(N1)C(C1=CC=CC=C1)(C1=CC=CC=C1)C1=CC=CC=C1)C=CC=C2 (2-Butyl-1-[(2'-(2-triphenylmethyl-2H-tetrazol-5-yl)biphenyl-4-yl)methyl]benzimidazole). Solvent: solution, Cl (hydrogen chloride), O1CCOCC1 (dioxan), O (water). Run at time 1.5 hour. Product: C(CCC)C1=NC2=C(N1CC1=CC=C(C=C1)C1=C(C=CC=C1)C1=NN=NN1)C=CC=C2 (2-butyl-1-[(2'-(1H-tetrazol-5-yl)biphenyl-4-yl)methyl]benzimidazole). The yield is 37.4%. Reaction SMILES: [CH2:1]([C:5]1[N:9]([CH2:10][C:11]2[CH:16]=[CH:15][C:14]([C:17]3[CH:22]=[CH:21][CH:20]=[CH:19][C:18]=3[C:23]3[N:24]=[N:25][N:26](C(C4C=CC=CC=4)(C4C=CC=CC=4)C4C=CC=CC=4)[N:27]=3)=[CH:13][CH:12]=2)[C:8]2[CH:47]=[CH:48][CH:49]=[CH:50][C:7]=2[N:6]=1)[CH2:2][CH2:3][CH3:4]>Cl.O1CCOCC1.O>[CH2:1]([C:5]1[N:9]([CH2:10][C:11]2[CH:16]=[CH:15][C:14]([C:17]3[CH:22]=[CH:21][CH:20]=[CH:19][C:18]=3[C:23]3[NH:27][N:26]=[N:25][N:24]=3)=[CH:13][CH:12]=2)[C:8]2[CH:47]=[CH:48][CH:49]=[CH:50][C:7]=2[N:6]=1)[CH2:2][CH2:3][CH3:4]. Procedure details: 2-Butyl-1-[(2'-(2-triphenylmethyl-2H-tetrazol-5-yl)biphenyl-4-yl)methyl]benzimidazole (E) (400 mg) was dissolved in an 8M solution of hydrogen chloride in dioxan (5 ml) and water (0.5 ml) was added. The solution was allowed to stand for 1.5 hours and then volatile material was removed by evaporation. The residue was partitioned between sodium hydrogen carbonate solution (10 ml) and ether (10 ml). The aqueous phase was separated, washed with ether (3×10 ml) and acidified to pH4 with 20% aqueous c... The reactants are C(C)N(C(C1=CC=CC=C1)=O)C1=C(C=CC(=C1)OC)C1CC2=CC=C(C=C2CC1)OC (N-ethyl-N-[5-methoxy-2-(6-methoxy-1,2,3,4-tetrahydronaphthalen-2-yl)phenyl]benzamide), C(C1=CC=CC=C1)CCNC1=C(C=CC(=C1)OC)C1CC2=CC=C(C=C2CC1)OC (benzylethyl[5-methoxy-2-(6-methoxy-1,2,3,4-tetrahydronaphthalen-2-yl)phenyl]amine). Product: C(C1=CC=CC=C1)CCNC1=C(C=CC(=C1)O)C1CC=2C=CC(=CC2CC1)O (6-[2-(Benzylethylamino)-4-hydroxyphenyl]-5,6,7,8-tetrahydronaphthalen-2-ol). The yield is 64.1%. RXN SMILES: C(N(C1C=C(OC)C=CC=1C1CCC2C(=CC=C(OC)C=2)C1)C(=O)C1C=CC=CC=1)C.[CH2:32]([CH2:39][CH2:40][NH:41][C:42]1[CH:47]=[C:46]([O:48]C)[CH:45]=[CH:44][C:43]=1[CH:50]1[CH2:59][CH2:58][C:57]2[C:52](=[CH:53][CH:54]=[C:55]([O:60]C)[CH:56]=2)[CH2:51]1)[C:33]1[CH:38]=[CH:37][CH:36]=[CH:35][CH:34]=1>>[CH2:32]([CH2:39][CH2:40][NH:41][C:42]1[CH:47]=[C:46]([OH:48])[CH:45]=[CH:44][C:43]=1[CH:50]1[CH2:59][CH2:58][C:57]2[CH:56]=[C:55]([OH:60])[CH:54]=[CH:53][C:52]=2[CH2:51]1)[C:33]1[CH:38]=[CH:37][CH:36]=[CH:35][CH:34]=1. Procedure details: Synthesized from N-ethyl-N-[5-methoxy-2-(6-methoxy-1,2,3,4-tetrahydronaphthalen-2-yl)phenyl]benzamide according to an analogous synthetic method to Example 337 described below, benzylethyl[5-methoxy-2-(6-methoxy-1,2,3,4-tetrahydronaphthalen-2-yl)phenyl]amine (151 mg) was used according to an analogous synthetic method to Example 111 described below to provide the title compound (90 mg). The reactants are FC1=CC=C(C=C1)C(O)(C1CCNCC1)C1=CC=C(C=C1)F (α,α-bis(4-fluorophenyl)-4-piperidinemethanol), ClCCCC(=O)N (4-chlorobutanamide), C([O-])([O-])=O.[Na+].[Na+] (sodium carbonate), [I-].[K+] (potassium iodide), C(C(=O)O)(=O)O (oxalic acid). The solvent is CN(C=O)C (N,N-dimethylformamide), O (water). Run at time 24 hour. The product is C(C(=O)O)(=O)O.FC1=CC=C(C=C1)C(C1CCN(CC1)CCCC(=O)N)(O)C1=CC=C(C=C1)F (4-[Bis(4-fluorophenyl)hydroxymethyl]-1-piperidinebutanamide ethanedioate). Yield: 9.0%. As a reaction SMILES: [F:1][C:2]1[CH:7]=[CH:6][C:5]([C:8]([C:16]2[CH:21]=[CH:20][C:19]([F:22])=[CH:18][CH:17]=2)([CH:10]2[CH2:15][CH2:14][NH:13][CH2:12][CH2:11]2)[OH:9])=[CH:4][CH:3]=1.Cl[CH2:24][CH2:25][CH2:26][C:27]([NH2:29])=[O:28].C(=O)([O-])[O-].[Na+].[Na+].[I-].[K+].[C:38]([OH:43])(=[O:42])[C:39]([OH:41])=[O:40]>CN(C)C=O.O>[C:38]([OH:43])(=[O:42])[C:39]([OH:41])=[O:40].[F:1][C:2]1[CH:7]=[CH:6][C:5]([C:8]([C:16]2[CH:17]=[CH:18][C:19]([F:22])=[CH:20][CH:21]=2)([OH:9])[CH:10]2[CH2:11][CH2:12][N:13]([CH2:24][CH2:25][CH2:26][C:27]([NH2:29])=[O:28])[CH2:14][CH2:15]2)=[CH:4][CH:3]=1 |f:2.3.4,5.6,10.11|. Procedure details: A mixture of 6.1 g (0.020 mole) of α,α-bis(4-fluorophenyl)-4-piperidinemethanol, 4.9 g (0.040 mole) of 4-chlorobutanamide, 8.5 g (0.080 mole) of anhydrous sodium carbonate and 0.4 g (0.002 mole) of potassium iodide in 100 mL of N,N-dimethylformamide was stirred at ambient temperature for 24 h. The mixture was poured into 1.5 L of water and extracted twice with 500 mL portions of ethyl acetate. The ethyl acetate fractions were combined, washed with water and brine, dried (MgSO4), and concentrated... Reactants: CS(=O)C (DMSO), FC1=C(C=C(C=C1)F)C(CC(CO)(O)C(F)(F)F)(C)C (4-(2,5-difluorophenyl)-4-methyl-2-trifluoromethyl-pentane-1,2-diol), ClCCl (dichloromethane), [Cl-].[NH4+] (ammonium chloride). Solvent: C(C)N(CC)CC (triethylamine), CC(C)(C)OC (MTBE). Run at temperature 0 celsius, time 2 hour. Product: FC1=C(C=C(C=C1)F)C(CC(C=O)(C(F)(F)F)O)(C)C (4-(2,5-Difluorophenyl)-2-hydroxy-4-methyl-2-trifluoromethyl-pentanal). Isolated yield 85.6%. As a reaction SMILES: [F:1][C:2]1[CH:7]=[CH:6][C:5]([F:8])=[CH:4][C:3]=1[C:9]([CH3:20])([CH3:19])[CH2:10][C:11]([C:15]([F:18])([F:17])[F:16])([OH:14])[CH2:12][OH:13].ClCCl.CS(C)=O.[Cl-].[NH4+]>CC(OC)(C)C.C(N(CC)CC)C>[F:1][C:2]1[CH:7]=[CH:6][C:5]([F:8])=[CH:4][C:3]=1[C:9]([CH3:20])([CH3:19])[CH2:10][C:11]([OH:14])([C:15]([F:16])([F:17])[F:18])[CH:12]=[O:13] |f:3.4|. Procedure: 800 mg (2.8 mmol) of 4-(2,5-difluorophenyl)-4-methyl-2-trifluoromethyl-pentane-1,2-diol is introduced into 20 ml of dichloromethane, and at 0° C., 9.5 ml of DMSO and 1.95 ml of triethylamine are added. The solution is slowly mixed with 1.34 g (8.4 mmol) of SO3-pyridine complex, and it is stirred for 2 hours at 0° C. The mixture is dispersed between saturated ammonium chloride solution and MTBE, the phases are separated, and the aqueous phase is extracted with MTBE. The combined organic phases ar... Starting materials: CCCC[Sn](CCCC)(CCCC)c1nccs1, Cc1ccccc1, O=C(c1ccc(I)cc1)N1Cc2cccn2Cc2ccccc21, c1ccc(P(c2ccccc2)(c2ccccc2)[Pd](P(c2ccccc2)(c2ccccc2)c2ccccc2)(P(c2ccccc2)(c2ccccc2)c2ccccc2)P(c2ccccc2)(c2ccccc2)c2ccccc2)cc1. Yields the product O=C(c1ccc(-c2nccs2)cc1)N1Cc2cccn2Cc2ccccc21. RXN SMILES: [CH2:24]([Sn:25]([CH2:26][CH2:27][CH2:28][CH3:34])([c:29]1[s:30][cH:31][cH:32][n:33]1)[CH2:35][CH2:36][CH2:37][CH3:38])[CH2:39][CH2:40][CH3:41].[CH3:42][c:43]1[cH:44][cH:45][cH:46][cH:47][cH:48]1.[I:1][c:2]1[cH:3][cH:4][c:5]([C:6](=[O:7])[N:8]2[CH2:9][c:10]3[n:11]([cH:19][cH:20][cH:21]3)[CH2:12][c:13]3[c:14]2[cH:15][cH:16][cH:17][cH:18]3)[cH:22][cH:23]1.[cH:49]1[cH:50][cH:51][c:52]([P:53]([Pd:54]([P:55]([c:56]2[cH:57][cH:58][cH:59][cH:60][cH:61]2)([c:62]2[cH:63][cH:64][cH:65][cH:66][cH:67]2)[c:68]2[cH:69][cH:70][cH:71][cH:72][cH:73]2)([P:74]([c:75]2[cH:76][cH:77][cH:78][cH:79][cH:80]2)([c:81]2[cH:82][cH:83][cH:84][cH:85][cH:86]2)[c:87]2[cH:88][cH:89][cH:90][cH:91][cH:92]2)[P:93]([c:94]2[cH:95][cH:96][cH:97][cH:98][cH:99]2)([c:100]2[cH:101][cH:102][cH:103][cH:104][cH:105]2)[c:106]2[cH:107][cH:108][cH:109][cH:110][cH:111]2)([c:112]2[cH:113][cH:114][cH:115][cH:116][cH:117]2)[c:118]2[cH:119][cH:120][cH:121][cH:122][cH:123]2)[cH:124][cH:125]1>>[c:2]1(-[c:29]2[s:30][cH:31][cH:32][n:33]2)[cH:3][cH:4][c:5]([C:6](=[O:7])[N:8]2[CH2:9][c:10]3[n:11]([cH:19][cH:20][cH:21]3)[CH2:12][c:13]3[c:14]2[cH:15][cH:16][cH:17][cH:18]3)[cH:22][cH:23]1. Reactants: CC1CN(Cc2cccc(-c3cc(C#N)ccn3)c2)CCN1C(=O)OC(C)(C)C, CO. Product: CC1CN(Cc2cccc(-c3cc(CN)ccn3)c2)CCN1C(=O)OC(C)(C)C. As a reaction SMILES: [C:1](#[N:2])[c:3]1[cH:4][c:5](-[c:9]2[cH:10][c:11]([CH2:15][N:16]3[CH2:17][CH:18]([CH3:29])[N:19]([C:22](=[O:23])[O:24][C:25]([CH3:26])([CH3:27])[CH3:28])[CH2:20][CH2:21]3)[cH:12][cH:13][cH:14]2)[n:6][cH:7][cH:8]1.[CH3:30][OH:31]>>[CH2:1]([NH2:2])[c:3]1[cH:4][c:5](-[c:9]2[cH:10][c:11]([CH2:15][N:16]3[CH2:17][CH:18]([CH3:29])[N:19]([C:22](=[O:23])[O:24][C:25]([CH3:26])([CH3:27])[CH3:28])[CH2:20][CH2:21]3)[cH:12][cH:13][cH:14]2)[n:6][cH:7][cH:8]1. Reactants: CC(C)C1CCC(C(=O)C=[N+]=[N-])CC1, O=S(=O)(O)c1ccccc1. RXN SMILES: [N+:1](=[N-:2])=[CH:3][C:4](=[O:5])[CH:6]1[CH2:7][CH2:8][CH:9]([CH:12]([CH3:13])[CH3:14])[CH2:10][CH2:11]1.[c:15]1([S:21](=[O:22])(=[O:23])[OH:24])[cH:16][cH:17][cH:18][cH:19][cH:20]1>>[CH2:3]([C:4](=[O:5])[CH:6]1[CH2:7][CH2:8][CH:9]([CH:12]([CH3:13])[CH3:14])[CH2:10][CH2:11]1)[O:24][S:21]([c:15]1[cH:16][cH:17][cH:18][cH:19][cH:20]1)(=[O:22])=[O:23]. Product: CC(C)C1CCC(C(=O)COS(=O)(=O)c2ccccc2)CC1. The reactants are COCCCc1ccccc1B(O)O, COC(=O)c1cnc(Cl)cc1C(F)(F)F. Yields the product COCCCc1ccccc1-c1cc(C(F)(F)F)c(C(=O)OC)cn1. As a reaction SMILES: [CH3:16][O:17][CH2:18][CH2:19][CH2:20][c:21]1[c:22]([B:27]([OH:28])[OH:29])[cH:23][cH:24][cH:25][cH:26]1.[Cl:1][c:2]1[n:3][cH:4][c:5]([C:6](=[O:7])[O:8][CH3:9])[c:10]([C:12]([F:13])([F:14])[F:15])[cH:11]1>>[c:2]1(-[c:22]2[c:21]([CH2:20][CH2:19][CH2:18][O:17][CH3:16])[cH:26][cH:25][cH:24][cH:23]2)[n:3][cH:4][c:5]([C:6](=[O:7])[O:8][CH3:9])[c:10]([C:12]([F:13])([F:14])[F:15])[cH:11]1.